This data is from the Open Reaction Database (ORD), a public repository of structured organic reaction records. The task is: describe an organic reaction: reactants, conditions, products, and yield Starting materials: CC(C)(C)OC(=O)N1CCCCC1C(=O)NC1CC(=O)OC1OCc1ccccc1, ClCCl, O=C(O)C(F)(F)F. Yields the product O=C1CC(NC(=O)C2CCCCN2)C(OCc2ccccc2)O1. As a reaction SMILES: [C:1]([O:2][C:3](=[O:4])[N:8]1[CH:9]([C:10](=[O:11])[NH:12][CH:13]2[CH2:14][C:15](=[O:26])[O:16][CH:17]2[O:18][CH2:19][c:20]2[cH:21][cH:22][cH:23][cH:24][cH:25]2)[CH2:27][CH2:28][CH2:29][CH2:30]1)([CH3:5])([CH3:6])[CH3:7].[Cl:38][CH2:39][Cl:40].[OH:31][C:32]([C:33]([F:34])([F:35])[F:36])=[O:37]>>[NH:8]1[CH:9]([C:10](=[O:11])[NH:12][CH:13]2[CH2:14][C:15](=[O:26])[O:16][CH:17]2[O:18][CH2:19][c:20]2[cH:21][cH:22][cH:23][cH:24][cH:25]2)[CH2:27][CH2:28][CH2:29][CH2:30]1. Starting materials: FC1=CC=C(OC2=CC=C(C=C2)S(=O)(=O)N(CC(NO)=O)CC(=O)O)C=C1 ({[4-(4-Fluoro-phenoxy)-benzenesulphonyl]-hydroxycarbamoylmethyl-amino}-acetic acid), IC1=CC=C(OC2=CC=C(C=C2)S(=O)(=O)N(CC(=O)O)CC(=O)O)C=C1 ({[4-(4-Iodo-phenoxy)-benzenesulphonyl]-carboxymethyl-amino}-acetic acid), C16H15IN2O7S. The product is IC1=CC=C(OC2=CC=C(C=C2)S(=O)(=O)N(CC(NO)=O)CC(=O)O)C=C1 ({[4-(4-Iodo-phenoxy)-benzenesulphonyl]-hydroxycarbamoylmethyl-amino}-acetic acid). Reaction SMILES: F[C:2]1[CH:27]=[CH:26][C:5]([O:6][C:7]2[CH:12]=[CH:11][C:10]([S:13]([N:16]([CH2:22][C:23]([OH:25])=[O:24])[CH2:17][C:18](=[O:21])[NH:19][OH:20])(=[O:15])=[O:14])=[CH:9][CH:8]=2)=[CH:4][CH:3]=1.[I:28]C1C=CC(OC2C=CC(S(N(CC(O)=O)CC(O)=O)(=O)=O)=CC=2)=CC=1>>[I:28][C:2]1[CH:27]=[CH:26][C:5]([O:6][C:7]2[CH:12]=[CH:11][C:10]([S:13]([N:16]([CH2:22][C:23]([OH:25])=[O:24])[CH2:17][C:18](=[O:21])[NH:19][OH:20])(=[O:15])=[O:14])=[CH:9][CH:8]=2)=[CH:4][CH:3]=1. Procedure: Compound 6e was prepared following the procedure described for 6b with reagent quantities adapted to the amount of starting material 5e (500 mg, 1.02 mmol). Yield: 305 mg, 0.60 mmol, 59%. 1H NMR (D2O): δ 7.72 (d, 3J=8.2 Hz, 2H, ArH), 7.52 (d, 3J=8.8 Hz, 2H, ArH), 7.03 (d, 3J=8.8 Hz, 2H, ArH), 4.01 (s, 4H, CH2COOH). ESI-MS calcd for C16H15IN2O7S 505.97 [M-H]−, obsd 507.0.